From a dataset of the Open Reaction Database (ORD), a public repository of structured organic reaction records. describe an organic reaction: reactants, conditions, products, and yield The reactants are CCN=C=NCCCN(C)C, CCN(C(C)C)C(C)C, ClCCl, O=C(O)c1ccc(F)cc1F, CC(C)(C)OC(=O)N1CCNCC1, O, On1nnc2ccccc21. Yields the product CC(C)(C)OC(=O)N1CCN(C(=O)c2ccc(F)cc2F)CC1. As a reaction SMILES: [CH3:44][CH2:45][N:46]=[C:47]=[N:48][CH2:49][CH2:50][CH2:51][N:52]([CH3:53])[CH3:54].[CH:12]([N:13]([CH2:14][CH3:15])[CH:16]([CH3:17])[CH3:18])([CH3:19])[CH3:20].[Cl:55][CH2:56][Cl:57].[F:1][c:2]1[c:3]([C:4](=[O:5])[OH:6])[cH:7][cH:8][c:9]([F:11])[cH:10]1.[N:31]1([C:37](=[O:38])[O:39][C:40]([CH3:41])([CH3:42])[CH3:43])[CH2:32][CH2:33][NH:34][CH2:35][CH2:36]1.[OH2:58].[OH:21][n:22]1[c:23]2[c:24]([cH:25][cH:26][cH:27][cH:28]2)[n:29][n:30]1>>[F:1][c:2]1[c:3]([C:4](=[O:6])[N:34]2[CH2:33][CH2:32][N:31]([C:37](=[O:38])[O:39][C:40]([CH3:41])([CH3:42])[CH3:43])[CH2:36][CH2:35]2)[cH:7][cH:8][c:9]([F:11])[cH:10]1. The reactants are C=CCC(C)COCc1ccccc1, CC(C)=O, [O-][I+3]([O-])([O-])[O-], [K+], O. Yields the product CC(CC=O)COCc1ccccc1. Reaction SMILES: [CH3:1][CH:2]([CH2:3][O:4][CH2:5][c:6]1[cH:7][cH:8][cH:9][cH:10][cH:11]1)[CH2:12][CH:13]=[CH2:14].[CH3:21][C:22](=[O:23])[CH3:24].[I+3:15]([O-:16])([O-:17])([O-:18])[O-:19].[K+:20].[OH2:25]>>[CH3:1][CH:2]([CH2:3][O:4][CH2:5][c:6]1[cH:7][cH:8][cH:9][cH:10][cH:11]1)[CH2:12][CH:13]=[O:16]. The reactants are BrCC(=O)C1=C(C=C(C(=C1)S(N)(=O)=O)Cl)Cl (2-bromo-2',4'-dichloro-5'-sulfamoylacetophenone), C1(CC1)NC(=S)NC1CC1 (1,3-dicyclopropyl-thiourea). The product is Br.ClC1=C(C=C(C(=C1)Cl)S(N)(=O)=O)C1(N(C(SC1)=NC1CC1)C1CC1)O (4-(2,4-Dichloro-5-sulfamoylphenyl)-3-cyclopropyl-2-cyclopropylimino-1,3-thiazolidine-4-ol-hydrobromide). Reaction SMILES: [Br:1][CH2:2][C:3]([C:5]1[CH:10]=[C:9]([S:11](=[O:14])(=[O:13])[NH2:12])[C:8]([Cl:15])=[CH:7][C:6]=1[Cl:16])=[O:4].[CH:17]1([NH:20][C:21]([NH:23][CH:24]2[CH2:26][CH2:25]2)=[S:22])[CH2:19][CH2:18]1>>[BrH:1].[Cl:16][C:6]1[CH:7]=[C:8]([Cl:15])[C:9]([S:11](=[O:14])(=[O:13])[NH2:12])=[CH:10][C:5]=1[C:3]1([OH:4])[CH2:2][S:22][C:21](=[N:20][CH:17]2[CH2:19][CH2:18]2)[N:23]1[CH:24]1[CH2:26][CH2:25]1 |f:2.3|. Reported procedure: was obtained in a manner analogous to that described in Example 10 from 3.5 g of 2-bromo-2',4'-dichloro-5'-sulfamoylacetophenone and 1.6 g of 1,3-dicyclopropyl-thiourea. M.p. 226° C (decomposition). Starting materials: Cl.S1CCC2C1=CC=CN2 (Tetrahydrothienopyridine hydrochloride), COC(C(Br)C1=C(C=CC=C1)Cl)=O (α-bromo-2-chlorophenyl acetic acid methyl ester), C([O-])([O-])=O.[K+].[K+] (potassium carbonate). Solvent: CC(=O)C (acetone). Reaction SMILES: Cl.[S:2]1[C:6]2=[CH:7][CH:8]=[CH:9][NH:10][CH:5]2[CH2:4][CH2:3]1.[CH3:11][O:12][C:13](=[O:23])[CH:14]([C:16]1[CH:21]=[CH:20][CH:19]=[CH:18][C:17]=1[Cl:22])Br.C(=O)([O-])[O-].[K+].[K+]>CC(C)=O>[CH3:11][O:12][C:13]([C@@H:14]([N:10]1[CH2:9][C:8]2[CH:7]=[CH:6][S:2][C:3]=2[CH2:4][CH2:5]1)[C:16]1[CH:21]=[CH:20][CH:19]=[CH:18][C:17]=1[Cl:22])=[O:23] |f:0.1,3.4.5|. The product is COC(=O)[C@H](C=1C=CC=CC1Cl)N2CCC3=C(C=CS3)C2 (clopidogrel). Procedure: Tetrahydrothienopyridine hydrochloride from Example 1 was reacted with α-bromo-2-chlorophenyl acetic acid methyl ester in acetone in the presence of potassium carbonate to give racemic clopidogrel. After inorganic salt filtration, the product was recovered as bisulfate, by addition of sulfuric acid. Reactants: C(=O)NC=1SC=C(N1)C(C(=O)O)=NOCC(N)=O (2-(2-formamidothiazol-4-yl)-2-carbamoylmethoxyiminoacetic acid), CN(C=O)C (N,N-dimethylformamide), P(=O)(Cl)(Cl)Cl (phosphoryl chloride), NC1[C@@H]2N(C(=C(CS2)CSC2=NN=NN2CC=C)C(=O)O)C1=O (7-amino-3-(1-allyl-1H-tetrazol-5-yl)thiomethyl-3-cephem-4-carboxylic acid). Solvent: O1CCCC1 (tetrahydrofuran), CC(=O)C (acetone). Yields the product C(=O)NC=1SC=C(N1)C(C(=O)NC1[C@@H]2N(C(=C(CS2)CSC2=NN=NN2CC=C)C(=O)O)C1=O)=NOCC#N (7-[2-(2-formamidothiazol-4-yl)-2-cyanomethoxyiminoacetamido]-3-(1-allyl-1H-tetrazol-5-yl)thiomethyl-3-cephem-4-carboxylic acid). Isolated yield 68.2%. As a reaction SMILES: [CH:1]([NH:3][C:4]1[S:5][CH:6]=[C:7]([C:9](=[N:13][O:14][CH2:15][C:16](=O)[NH2:17])[C:10]([OH:12])=O)[N:8]=1)=[O:2].CN(C)C=O.P(Cl)(Cl)(Cl)=O.[NH2:29][CH:30]1[C:50](=[O:51])[N:32]2[C:33]([C:47]([OH:49])=[O:48])=[C:34]([CH2:37][S:38][C:39]3[N:43]([CH2:44][CH:45]=[CH2:46])[N:42]=[N:41][N:40]=3)[CH2:35][S:36][C@H:31]12>O1CCCC1.CC(C)=O>[CH:1]([NH:3][C:4]1[S:5][CH:6]=[C:7]([C:9](=[N:13][O:14][CH2:15][C:16]#[N:17])[C:10]([NH:29][CH:30]2[C:50](=[O:51])[N:32]3[C:33]([C:47]([OH:49])=[O:48])=[C:34]([CH2:37][S:38][C:39]4[N:43]([CH2:44][CH:45]=[CH2:46])[N:42]=[N:41][N:40]=4)[CH2:35][S:36][C@H:31]23)=[O:12])[N:8]=1)=[O:2]. Procedure: A solution of 2-(2-formamidothiazol-4-yl)-2-carbamoylmethoxyiminoacetic acid (syn isomer, 1.5 g.), N,N-dimethylformamide (1.31 g.) and phosphoryl chloride (2.74 g.) in tetrahydrofuran (15 ml.) and a solution of 7-amino-3-(1-allyl-1H-tetrazol-5-yl)thiomethyl-3-cephem-4-carboxylic acid (2.96 g.) in 50% aqueous acetone (30 ml.) were treated in a similar manner to that of Example 9-(1) to give 7-[2-(2-formamidothiazol-4-yl)-2-cyanomethoxyiminoacetamido]-3-(1-allyl-1H-tetrazol-5-yl)thiomethyl-3-cephe... Starting materials: CO, CCc1cnc(Cl)nc1, NN, O. Product: CCc1cnc(NN)nc1. Reaction SMILES: [CH3:13][OH:14].[Cl:1][c:2]1[n:3][cH:4][c:5]([CH2:8][CH3:9])[cH:6][n:7]1.[NH2:11][NH2:12].[OH2:10]>>[c:2]1([NH:11][NH2:12])[n:3][cH:4][c:5]([CH2:8][CH3:9])[cH:6][n:7]1. Reactants: C(C)(=O)NC=1C=CC(=C(C(C=CC2=CC(=C(C=C2)OCC2=CC=CC=C2)OCC2=CC=CC=C2)=O)C1)OCC1=CC=C(C=C1)OC (5′-Acetamido-3,4-dibenzyloxy-2′-(4-methoxybenzyloxy)-chalcone). Solvent: Cl (HCl), C(C)O (ethanol). The product is OC1=C(C(C=CC2=CC=CC=C2)=O)C=CC=C1 (2′-hydroxychalcone). RXN SMILES: C(N[C:5]1[CH:6]=[CH:7][C:8]([O:37]CC2C=CC(OC)=CC=2)=[C:9]([CH:36]=1)[C:10](=[O:35])[CH:11]=[CH:12][C:13]1[CH:18]=[CH:17][C:16](OCC2C=CC=CC=2)=[C:15](OCC2C=CC=CC=2)[CH:14]=1)(=O)C>Cl.C(O)C>[OH:37][C:8]1[CH:7]=[CH:6][CH:5]=[CH:36][C:9]=1[C:10](=[O:35])[CH:11]=[CH:12][C:13]1[CH:18]=[CH:17][CH:16]=[CH:15][CH:14]=1. Procedure details: A solution of 4′-methoxybenzyloxychalcone (13) (300 mg, 0.489 mmol) in aqueous HCl (2 M, 16 mL) and ethanol (66 mL) was heated at reflux for 1 h. The mixture was cooled to room temperature, and evaporated in vacuo to approximately half the volume. The resultant suspension was filtered to afford the crude deprotected chalcone (14) as a dark yellow solid. The deprotected chalcone was dissolved in 1,4-dioxane (4.8 mL), ethanol (6 mL) and NaOH (5.4% w/v, 1.9 mL) and the resultant solution was cooled... Reactants: C1CCNCC1, Cc1cc(C(=O)N2CCN(C)CC2)[nH]c1C=O, CCO, CN1C(=O)Cc2c(Nc3ccc(F)c(Cl)c3)ncnc21, O. Yields the product Cc1cc(C(=O)N2CCN(C)CC2)[nH]c1C=C1C(=O)N(C)c2ncnc(Nc3ccc(F)c(Cl)c3)c21. Reaction SMILES: [CH2:38]1[CH2:39][CH2:40][NH:41][CH2:42][CH2:43]1.[CH3:21][c:22]1[c:23]([CH:36]=[O:37])[nH:24][c:25]([C:27](=[O:28])[N:29]2[CH2:30][CH2:31][N:32]([CH3:35])[CH2:33][CH2:34]2)[cH:26]1.[CH3:44][CH2:45][OH:46].[Cl:1][c:2]1[cH:3][c:4]([NH:9][c:10]2[c:11]3[c:12]([n:13][cH:14][n:15]2)[N:16]([CH3:20])[C:17](=[O:19])[CH2:18]3)[cH:5][cH:6][c:7]1[F:8].[OH2:47]>>[Cl:1][c:2]1[cH:3][c:4]([NH:9][c:10]2[c:11]3[c:12]([n:13][cH:14][n:15]2)[N:16]([CH3:20])[C:17](=[O:19])[C:18]3=[CH:36][c:23]2[c:22]([CH3:21])[cH:26][c:25]([C:27](=[O:28])[N:29]3[CH2:30][CH2:31][N:32]([CH3:35])[CH2:33][CH2:34]3)[nH:24]2)[cH:5][cH:6][c:7]1[F:8]. Starting materials: C(CCC)C=1N(C(=C(N1)N1C=CC=C1)C(=O)O)CC1=CC=C(C=C1)C1=C(C=CC=C1)C1=NN=NN1 (2-butyl-4-(1H-pyrrol-1-yl)-1-[(2'-(1H-tetrazol-5-yl)biphen-4-yl)methyl]-1H-imidazole-5-carboxylic acid). The solvent is C1(=CC=CC=C1)C (toluene), CCOCC (ether). The product is C(CCC)C=1N(C=C(N1)N1C=CC=C1)CC1=CC=C(C=C1)C1=C(C=CC=C1)C1=NN=NN1 (2-Butyl-4-(1H-pyrrol-1-yl)-1-[ (2'-(1H-tetrazol-5-yl)biphen-4-yl)methyl]-1H-imidazole). As a reaction SMILES: [CH2:1]([C:5]1[N:6]([CH2:18][C:19]2[CH:24]=[CH:23][C:22]([C:25]3[CH:30]=[CH:29][CH:28]=[CH:27][C:26]=3[C:31]3[NH:35][N:34]=[N:33][N:32]=3)=[CH:21][CH:20]=2)[C:7](C(O)=O)=[C:8]([N:10]2[CH:14]=[CH:13][CH:12]=[CH:11]2)[N:9]=1)[CH2:2][CH2:3][CH3:4]>C1(C)C=CC=CC=1.CCOCC>[CH2:1]([C:5]1[N:6]([CH2:18][C:19]2[CH:24]=[CH:23][C:22]([C:25]3[CH:30]=[CH:29][CH:28]=[CH:27][C:26]=3[C:31]3[NH:35][N:34]=[N:33][N:32]=3)=[CH:21][CH:20]=2)[CH:7]=[C:8]([N:10]2[CH:14]=[CH:13][CH:12]=[CH:11]2)[N:9]=1)[CH2:2][CH2:3][CH3:4]. Procedure: A suspension of 2-butyl-4-(1H-pyrrol-1-yl)-1-[(2'-(1H-tetrazol-5-yl)biphen-4-yl)methyl]-1H-imidazole-5-carboxylic acid (Example 16, 50 mg) in toluene (10 mL) was heated at reflux for 1 hour. Evaporation gave a gummy solid that was redissolved in ether and evaporated again to give the title compound as a colorless powder. 1H-NMR (CDCl3) δ 7.9 (d, 1H), 7.6 (m, 2H), 7.4 (d, 2H), 7.1 (d, 2H), 6.9 (d, 2H), 6.8 (s, 2H), 6.5 (s, 1H), 6.1 (s, 2H), 5.0 (s, 2H), 2.4 (t, 2H), 1.6 (m, 2H), 1.3 (m, 2H), 0.9 ... Starting materials: CC(=O)O, CC(N)CO, Nc1cc(O)nc(S)n1, O. The product is CC(CO)Nc1cc(O)nc(S)n1. Reaction SMILES: [C:10]([OH:11])(=[O:12])[CH3:13].[NH2:14][CH:15]([CH3:16])[CH2:17][OH:18].[NH2:1][c:2]1[cH:3][c:4]([OH:9])[n:5][c:6]([SH:8])[n:7]1.[OH2:19]>>[NH:1]([c:2]1[cH:3][c:4]([OH:9])[n:5][c:6]([SH:8])[n:7]1)[CH:15]([CH3:16])[CH2:17][OH:18].